From a dataset of the Open Reaction Database (ORD), a public repository of structured organic reaction records. describe an organic reaction: reactants, conditions, products, and yield Starting materials: BrCC1=CC=C(C(=O)O)C=C1 (4-(bromomethyl)benzoic acid), C(C(=O)Cl)(=O)Cl (oxalyl chloride), ClCCl (dichloromethane). Product: ClCC1=CC=C(C(=O)Cl)C=C1 (4-(chloromethyl)benzoyl chloride). As a reaction SMILES: Br[CH2:2][C:3]1[CH:11]=[CH:10]C(C(O)=O)=[CH:5][CH:4]=1.[C:12](Cl)(=O)[C:13]([Cl:15])=[O:14].[Cl:18]CCl>>[Cl:18][CH2:2][C:3]1[CH:11]=[CH:10][C:12]([C:13]([Cl:15])=[O:14])=[CH:5][CH:4]=1. Procedure details: A stirred suspension of 3.0 g (14 mmol) of 4-(bromomethyl)benzoic acid and 3.5 ml (41 mmol) of oxalyl chloride in 35 ml of dichloromethane was refluxed for 10 hours and cooled to room temperature. Evaporation afforded 4-(chloromethyl)benzoyl chloride as an oil which was used without purification. To a cooled (0° C.) solution of 2.6 g (14 mmol) of 4-(chloromethyl)benzoyl chloride and 2.0 g (18 mmol) of benzyl alcohol in 30 ml of dichloromethane was added 1.8 g (18 mmol) of triethylamine. The reac... The reactants are [F-].C(CCC)[N+](CCCC)(CCCC)CCCC (tetrabutylammonium fluoride), [NH4+].[Cl-] (NH4Cl), BrC1=NC=C(C=C1)[N+](=O)[O-] (2-Bromo-5-nitropyridine), C(C)OC(C[Si](C)(C)C)=O (trimethylsilanyl-acetic acid ethyl ester). Solvent: C1CCOC1 (THF), C(C)#N (acetonitrile), CCOC(=O)C (EtOAc), C1CCOC1 (THF). Run at temperature -78 celsius, time 30 minute. Yields the product C(C)OC(CC1=CC(=NC=C1[N+](=O)[O-])Br)=O ((2-Bromo-5-nitro-pyridin-4-yl)-acetic acid ethyl ester). RXN SMILES: [Br:1][C:2]1[CH:7]=[CH:6][C:5]([N+:8]([O-:10])=[O:9])=[CH:4][N:3]=1.[CH2:11]([O:13][C:14](=[O:20])[CH2:15][Si](C)(C)C)[CH3:12].[F-].C([N+](CCCC)(CCCC)CCCC)CCC.[NH4+].[Cl-]>C1COCC1.C(#N)C.CCOC(C)=O>[CH2:11]([O:13][C:14](=[O:20])[CH2:15][C:6]1[C:5]([N+:8]([O-:10])=[O:9])=[CH:4][N:3]=[C:2]([Br:1])[CH:7]=1)[CH3:12] |f:2.3,4.5|. Procedure details: 2-Bromo-5-nitropyridine (1.84 g, 9.06 mmol) and trimethylsilanyl-acetic acid ethyl ester (1.53 g, 9.52 mmol) are dissolved under an atmosphere of argon in dry THF (10 ml). After cooling to −78° C., a solution of tetrabutylammonium fluoride (TBAF, 2.37 g, vacuum-dried overnight) in a mixture of THF and acetonitrile (10 ml/10 ml) is slowly added, so that the reaction temperature did not rise above −65° C. After complete addition, the mixture is stirred at −40° C. for 30 minutes, and at −20° C. for... Starting materials: BrB(Br)Br, COc1ccccc1C(=O)c1ccc(-c2noc(C(F)(F)F)c2C)s1, ClCCl. Yields the product Cc1c(-c2ccc(C(=O)c3ccccc3O)s2)noc1C(F)(F)F. Reaction SMILES: [B:26]([Br:27])([Br:28])[Br:29].[CH3:1][O:2][c:3]1[c:4]([C:9](=[O:10])[c:11]2[s:12][c:13](-[c:16]3[n:17][o:18][c:19]([C:22]([F:23])([F:24])[F:25])[c:20]3[CH3:21])[cH:14][cH:15]2)[cH:5][cH:6][cH:7][cH:8]1.[Cl:30][CH2:31][Cl:32]>>[OH:2][c:3]1[c:4]([C:9](=[O:10])[c:11]2[s:12][c:13](-[c:16]3[n:17][o:18][c:19]([C:22]([F:23])([F:24])[F:25])[c:20]3[CH3:21])[cH:14][cH:15]2)[cH:5][cH:6][cH:7][cH:8]1. Starting materials: CCO, Cl, NO, O=C1CCC(C(c2ccccc2)N2CCCCC2)CC1. Yields the product ON=C1CCC(C(c2ccccc2)N2CCCCC2)CC1. As a reaction SMILES: [CH3:24][CH2:25][OH:26].[ClH:21].[NH2:22][OH:23].[c:1]1([CH:7]([CH:8]2[CH2:9][CH2:10][C:11](=[O:14])[CH2:12][CH2:13]2)[N:15]2[CH2:16][CH2:17][CH2:18][CH2:19][CH2:20]2)[cH:2][cH:3][cH:4][cH:5][cH:6]1>>[c:1]1([CH:7]([CH:8]2[CH2:9][CH2:10][C:11](=[N:22][OH:23])[CH2:12][CH2:13]2)[N:15]2[CH2:16][CH2:17][CH2:18][CH2:19][CH2:20]2)[cH:2][cH:3][cH:4][cH:5][cH:6]1. Reactants: BrC=1C=C(C=C(C1O)Br)C1=CC=C(C=C1)C=1N=C(OC1C)C1=CC=C(C=C1)C(F)(F)F (3,5-dibromo-4′-[5-methyl-2-(4-trifluoromethyl-phenyl)-oxazol-4-yl]-biphenyl-4-ol), COC(C(O)CC1=CC=CC=C1)=O (3-phenyllactic acid methyl ester). Yields the product COC(C(CC1=CC=CC=C1)OC1=C(C=C(C=C1Br)C1=CC=C(C=C1)C=1N=C(OC1C)C1=CC=C(C=C1)C(F)(F)F)Br)=O (2-{3,5-Dibromo-4′-[5-methyl-2-(4-trifluoromethyl-phenyl)-oxazol-4-yl]-biphenyl-4-yloxy}-3-phenyl-propionic Acid Methyl Ester). As a reaction SMILES: [Br:1][C:2]1[CH:3]=[C:4]([C:10]2[CH:15]=[CH:14][C:13]([C:16]3[N:17]=[C:18]([C:22]4[CH:27]=[CH:26][C:25]([C:28]([F:31])([F:30])[F:29])=[CH:24][CH:23]=4)[O:19][C:20]=3[CH3:21])=[CH:12][CH:11]=2)[CH:5]=[C:6]([Br:9])[C:7]=1[OH:8].[CH3:32][O:33][C:34](=[O:44])[CH:35]([CH2:37][C:38]1[CH:43]=[CH:42][CH:41]=[CH:40][CH:39]=1)O>>[CH3:32][O:33][C:34](=[O:44])[CH:35]([O:8][C:7]1[C:6]([Br:9])=[CH:5][C:4]([C:10]2[CH:11]=[CH:12][C:13]([C:16]3[N:17]=[C:18]([C:22]4[CH:27]=[CH:26][C:25]([C:28]([F:29])([F:31])[F:30])=[CH:24][CH:23]=4)[O:19][C:20]=3[CH3:21])=[CH:14][CH:15]=2)=[CH:3][C:2]=1[Br:1])[CH2:37][C:38]1[CH:39]=[CH:40][CH:41]=[CH:42][CH:43]=1. Reported procedure: The title compound was prepared from 3,5-dibromo-4′-[5-methyl-2-(4-trifluoromethyl-phenyl)-oxazol-4-yl]-biphenyl-4-ol, and 3-phenyllactic acid methyl ester in substantially the same manner, as described in Example 7, and was obtained as a white solid, mp 70-72° C.; MS m/e 713 (M+); Starting materials: [H-], CI, [Li+], CN(C)C=O, O=c1ccnc(Nc2ccccc2)[nH]1. Yields the product Cn1c(Nc2ccccc2)nccc1=O. RXN SMILES: [H-:15].[I:17][CH3:18].[Li+:16].[O:19]=[CH:20][N:21]([CH3:22])[CH3:23].[c:1]1([NH:7][c:8]2[n:9][cH:10][cH:11][c:12](=[O:14])[nH:13]2)[cH:2][cH:3][cH:4][cH:5][cH:6]1>>[c:1]1([NH:7][c:8]2[n:9][cH:10][cH:11][c:12](=[O:14])[n:13]2[CH3:18])[cH:2][cH:3][cH:4][cH:5][cH:6]1. Starting materials: C1=CC=C(C=C1)COC(=O)CC[C@H](C(=O)O)N (D-glutamic acid γ-benzyl ester), [K+].[Br-] (KBr), N(=O)[O-].[Na+] (NaNO2). Run in OS(=O)(=O)O (H2SO4). Reaction conditions: temperature 0 celsius, time 45 minute. Product: Br[C@@H](C(=O)O)CCC(=O)OCC1=CC=CC=C1 ((2R)-2-bromo-4-carbobenzyloxy-butyric acid). Isolated yield 87.3%. Reaction SMILES: [CH:1]1[CH:6]=[CH:5][C:4]([CH2:7][O:8][C:9]([CH2:11][CH2:12][C@@H:13](N)[C:14]([OH:16])=[O:15])=[O:10])=[CH:3][CH:2]=1.[K+].[Br-:19].N([O-])=O.[Na+]>OS(O)(=O)=O>[Br:19][C@H:13]([CH2:12][CH2:11][C:9]([O:8][CH2:7][C:4]1[CH:5]=[CH:6][CH:1]=[CH:2][CH:3]=1)=[O:10])[C:14]([OH:16])=[O:15] |f:1.2,3.4|. Procedure: To a solution of D-glutamic acid γ-benzyl ester (5.00 g, 21 mmol) and KBr (7.5 g, 63 mmol) in 2.5N H2SO4 (35 mL) at 0° C. (ice bath) was added NaNO2 (2.45 g, 35.5 mmol) in small portions over 1.5 hrs keeping the internal temperature below 5° C. The resulting mixture was stirred at 0° C. for 1 hr and at room temperature for 45 min. The mixture was extracted with Et2O, extract washed with water and saturated NaCl solution, dried over anhydrous Na2SO4 and evaporated to dryness. The residue was take...